Dataset: the Open Reaction Database (ORD), a public repository of structured organic reaction records. Task: describe an organic reaction: reactants, conditions, products, and yield Reactants: C(=O)(O)[C@H](CCC1=CC=CC=C1)N[C@@H](CCCCN)C(=O)N1[C@H](C(=O)O)CCC1 (N-[N2 (1(S)-carboxy-3-phenylpropyl)-L-lysyl]-L-proline), C(C=O)(=O)OCC (ethyl glyoxylate). Product: C(=O)(O)[C@H](CCC1=CC=CC=C1)N[C@@H](CCCCNCC(=O)OCC)C(=O)N1[C@H](C(=O)O)CCC1 (N-[N2 -(1(S)-carboxy-3-phenylpropyl)-N6 -ethoxycarbonylmethyl-L-lysyl]-L-proline). Reaction SMILES: [C:1]([C@@H:4]([NH:13][C@H:14]([C:20]([N:22]1[CH2:29][CH2:28][CH2:27][C@H:23]1[C:24]([OH:26])=[O:25])=[O:21])[CH2:15][CH2:16][CH2:17][CH2:18][NH2:19])[CH2:5][CH2:6][C:7]1[CH:12]=[CH:11][CH:10]=[CH:9][CH:8]=1)([OH:3])=[O:2].[C:30]([O:34][CH2:35][CH3:36])(=[O:33])[CH:31]=O>>[C:1]([C@@H:4]([NH:13][C@H:14]([C:20]([N:22]1[CH2:29][CH2:28][CH2:27][C@H:23]1[C:24]([OH:26])=[O:25])=[O:21])[CH2:15][CH2:16][CH2:17][CH2:18][NH:19][CH2:31][C:30]([O:34][CH2:35][CH3:36])=[O:33])[CH2:5][CH2:6][C:7]1[CH:8]=[CH:9][CH:10]=[CH:11][CH:12]=1)([OH:3])=[O:2]. Procedure: The reductive alkylation of N-[N2 (1(S)-carboxy-3-phenylpropyl)-L-lysyl]-L-proline and ethyl glyoxylate was carried out in accordance with the procedures described in Example 1 to give N-[N2 -(1(S)-carboxy-3-phenylpropyl)-N6 -ethoxycarbonylmethyl-L-lysyl]-L-proline. The product was then treated with ammonia at 100° C. followed by absorption on strong acid ion exchange resin and eluting with 2% pyridine in water. Freeze drying of product-rich cuts afforded N-[N2 -(1(S)-carboxy-3-phenylpropyl)-N6 ... Starting materials: ClC=1C=C(C(=CC1)C)C (4-chloro-o-xylene), [Mn](=O)(=O)(=O)[O-].[K+] (potassium permanganate), O (water), NC1=CC(=C(C=C1)C)N1C(C=2C(C1=O)=CC(=CC2)Cl)=O (N-(4-amino-o-tolyl)-4-chlorophthalimide). Product: ClC=1C=C(C(C(=O)O)=CC1)C(=O)O (4 -chlorophthalic acid). Reaction SMILES: ClC1C=C(C)C(C)=CC=1.[Mn]([O-])(=O)(=O)=[O:11].[K+].NC1C=CC(C)=C(N2[C:28](=[O:29])[C:27]3=[CH:30][C:31]([Cl:34])=[CH:32][CH:33]=[C:26]3[C:25]2=[O:35])C=1.[OH2:36]>>[Cl:34][C:31]1[CH:30]=[C:27]([C:28]([OH:29])=[O:11])[C:26](=[CH:33][CH:32]=1)[C:25]([OH:35])=[O:36] |f:1.2|. Procedure: The starting material is prepared as follows: The mixture of 9.0 g of 4-chloro-o-xylene and the solution of 60.7 g of potassium permanganate in 280 ml of water is refluxed until the purple color disappears (about 7 hours) whereupon 3/4 of the water are distilled off and the remaining suspension is filtered while still hot. The residue is washed with hot water several times the clear and colorless filtrate (pH~12) is concentrated to about 50 ml and acidified with 33 ml of concentrated hydrochlori...